From a dataset of the Open Reaction Database (ORD), a public repository of structured organic reaction records. describe an organic reaction: reactants, conditions, products, and yield Starting materials: CCOc1cc(C(C)(C)C)ncc1C1=NC(C)(c2ccc(Cl)cc2)C(C)(c2ccc(Cl)cc2)N1C(=O)N1CCN(CC(=O)O)CC1, COc1ccc(CCN)cc1, Cl. The product is CCOc1cc(C(C)(C)C)ncc1C1=NC(C)(c2ccc(Cl)cc2)C(C)(c2ccc(Cl)cc2)N1C(=O)N1CCN(CC(=O)NCCc2ccc(OC)cc2)CC1. As a reaction SMILES: [C:2]([CH3:3])([CH3:4])([CH3:5])[c:6]1[cH:7][c:8]([O:45][CH2:46][CH3:47])[c:9]([C:12]2=[N:16][C:15]([CH3:17])([c:18]3[cH:19][cH:20][c:21]([Cl:24])[cH:22][cH:23]3)[C:14]([CH3:25])([c:26]3[cH:27][cH:28][c:29]([Cl:32])[cH:30][cH:31]3)[N:13]2[C:33](=[O:34])[N:35]2[CH2:36][CH2:37][N:38]([CH2:41][C:42](=[O:43])[OH:44])[CH2:39][CH2:40]2)[cH:10][n:11]1.[CH3:48][O:49][c:50]1[cH:51][cH:52][c:53]([CH2:56][CH2:57][NH2:58])[cH:54][cH:55]1.[ClH:1]>>[C:2]([CH3:3])([CH3:4])([CH3:5])[c:6]1[cH:7][c:8]([O:45][CH2:46][CH3:47])[c:9]([C:12]2=[N:16][C:15]([CH3:17])([c:18]3[cH:19][cH:20][c:21]([Cl:24])[cH:22][cH:23]3)[C:14]([CH3:25])([c:26]3[cH:27][cH:28][c:29]([Cl:32])[cH:30][cH:31]3)[N:13]2[C:33](=[O:34])[N:35]2[CH2:36][CH2:37][N:38]([CH2:41][C:42](=[O:43])[NH:58][CH2:57][CH2:56][c:53]3[cH:52][cH:51][c:50]([O:49][CH3:48])[cH:55][cH:54]3)[CH2:39][CH2:40]2)[cH:10][n:11]1. Starting materials: COC(=O)c1cccc2c1CC(N1CCCCCC1)CC2, CO, Cl, [Na+], [OH-], O. Yields the product O=C(O)c1cccc2c1CC(N1CCCCCC1)CC2. Reaction SMILES: [CH3:1][O:2][C:3](=[O:4])[c:5]1[cH:6][cH:7][cH:8][c:9]2[c:14]1[CH2:13][CH:12]([N:15]1[CH2:16][CH2:17][CH2:18][CH2:19][CH2:20][CH2:21]1)[CH2:11][CH2:10]2.[CH3:26][OH:27].[ClH:25].[Na+:23].[OH-:22].[OH2:24]>>[O:2]=[C:3]([OH:4])[c:5]1[cH:6][cH:7][cH:8][c:9]2[c:14]1[CH2:13][CH:12]([N:15]1[CH2:16][CH2:17][CH2:18][CH2:19][CH2:20][CH2:21]1)[CH2:11][CH2:10]2.